This data is from the Open Reaction Database (ORD), a public repository of structured organic reaction records. The task is: describe an organic reaction: reactants, conditions, products, and yield As a reaction SMILES: [NH2:19][c:20]1[c:21](=[O:28])[cH:22][cH:23][c:24]([Cl:27])[cH:25][cH:26]1.[OH:1][C:2]1=[C:3]([C:15]([O:17][CH3:16])=[O:18])[N:4]([CH3:14])[S:5](=[O:12])(=[O:13])[c:6]2[c:7]1[cH:8][cH:9][cH:10][cH:11]2.[c:29]1([CH3:30])[c:31]([CH3:32])[cH:33][cH:34][cH:35][cH:36]1>>[OH:1][C:2]1=[C:3]([C:15](=[O:17])[NH:19][c:20]2[c:21](=[O:28])[cH:22][cH:23][c:24]([Cl:27])[cH:25][cH:26]2)[N:4]([CH3:14])[S:5](=[O:12])(=[O:13])[c:6]2[c:7]1[cH:8][cH:9][cH:10][cH:11]2. Product: CN1C(C(=O)Nc2ccc(Cl)ccc2=O)=C(O)c2ccccc2S1(=O)=O. Reactants: Nc1ccc(Cl)ccc1=O, COC(=O)C1=C(O)c2ccccc2S(=O)(=O)N1C, Cc1ccccc1C. Yields the product NC(C(O)C1CCOCC1)C (2-amino-1-(tetrahydro-pyran-4-yl)-propan-1-ol). As a reaction SMILES: [N+:1]([CH:4]([CH3:13])[CH:5]([CH:7]1[CH2:12][CH2:11][O:10][CH2:9][CH2:8]1)[OH:6])([O-])=O.[H][H]>C(O)C.[Pd]>[NH2:1][CH:4]([CH3:13])[CH:5]([CH:7]1[CH2:8][CH2:9][O:10][CH2:11][CH2:12]1)[OH:6]. The reagents and catalysts are [Pd] (palladium on carbon). Starting materials: [N+](=O)([O-])C(C(O)C1CCOCC1)C (2-Nitro-1-(tetrahydro-pyran-4-yl)-propan-1-ol), [H][H] (hydrogen). Reported procedure: 2-Nitro-1-(tetrahydro-pyran-4-yl)-propan-1-ol (1.3 g, 6.87 mmol) was dissolved in ethanol (55 mL) and treated with palladium on carbon (0.2 g) under 1 atm of hydrogen. After stirring at room temperature overnight, the palladium was filtered off and the solvent reduced under reduced pressure to provide 1.0 g (91%) of 2-amino-1-(tetrahydro-pyran-4-yl)-propan-1-ol. Reaction conditions: time 8 hour. Yield: 91.4%. The solvent is C(C)O (ethanol). Reactants: CC[O-], C[Si](C)(C)Cl, CCC(C)O, CCO[Si](OCC)(OCC)C1CCCC1, [Na+]. Yields the product CCO[Si](OCC)(OC(C)CC)C1CCCC1. As a reaction SMILES: [CH3:22][CH2:23][O-:24].[CH3:25][Si:26]([CH3:27])([CH3:28])[Cl:29].[CH:16]([CH3:17])([OH:18])[CH2:19][CH3:20].[CH:1]1([Si:6]([O:7][CH2:8][CH3:9])([O:10][CH2:11][CH3:12])[O:13][CH2:14][CH3:15])[CH2:2][CH2:3][CH2:4][CH2:5]1.[Na+:21]>>[CH:1]1([Si:6]([O:7][CH2:8][CH3:9])([O:10][CH:11]([CH3:12])[CH2:16][CH3:17])[O:13][CH2:14][CH3:15])[CH2:2][CH2:3][CH2:4][CH2:5]1. Reactants: C(C)C1(C(N(CCCC1)CCO)=O)C1=CC(=CC=C1)OCC1=CC=CC=C1 (3-ethyl-1-(2-hydroxy-ethyl)-3-(3-benzyloxy-phenyl)-azepan-2-one). The reagents and catalysts are [Pd] (Pd). Run in CO (MeOH). Product: C(C)C1(C(N(CCCC1)CCO)=O)C1=CC(=CC=C1)O (3-ethyl-1-(2-hydroxy-ethyl)-3-(3-hydroxy-phenyl)-azepan-2-one). As a reaction SMILES: [CH2:1]([C:3]1([C:14]2[CH:19]=[CH:18][CH:17]=[C:16]([O:20]CC3C=CC=CC=3)[CH:15]=2)[CH2:9][CH2:8][CH2:7][CH2:6][N:5]([CH2:10][CH2:11][OH:12])[C:4]1=[O:13])[CH3:2]>CO.[Pd]>[CH2:1]([C:3]1([C:14]2[CH:19]=[CH:18][CH:17]=[C:16]([OH:20])[CH:15]=2)[CH2:9][CH2:8][CH2:7][CH2:6][N:5]([CH2:10][CH2:11][OH:12])[C:4]1=[O:13])[CH3:2]. Procedure: To a solution of 3-ethyl-1-(2-hydroxy-ethyl)-3-(3-benzyloxy-phenyl)-azepan-2-one, as described above in Step C, (0.270 g, 0.735 mmol) in MeOH (15 mL) was added 10% Pd on C (0.06 g), and the mixture was hydrogenated under a H2 balloon at ambient temperature for 16 h. The reaction mixture was filtered, and the filtrate concentrated to dryness to give the title compound. The reactants are N#N (N2), N#N.C1(=CC=CC=C1)CC1(C=2C(=C(C(=NC2CCC1)N)N)NCC(C)C)CC1=CC=CC=C1 (N2 bis(phenylmethyl)-5,6,7,8-tetrahydro-N4 -(2-methylpropyl)quinolin-2,3,4-triamine), C(C(C)C)(=O)Cl (isobutyryl chloride). Yields the product C1(=CC=CC=C1)CN(C1=NC=2CCCCC2C2=C1N=C(N2CC(C)C)C(C)C)CC2=CC=CC=C2 (N,N-Bis(phenylmethyl)-6,7,8,9-tetrahydro-2-(1-methylethyl)-1-(2-methylpropyl)-1H-imidazo[4,5-c]quinolin-4-amine). Yield: 136.7%. RXN SMILES: N#N.N#N.C1(C[C:12]2(CC3C=CC=CC=3)[CH2:21][CH2:20][CH2:19][C:18]3[N:17]=[C:16]([NH2:22])[C:15]([NH2:23])=[C:14]([NH:24][CH2:25][CH:26]([CH3:28])[CH3:27])[C:13]2=3)C=CC=CC=1.[C:36](Cl)(=O)[CH:37]([CH3:39])[CH3:38]>>[C:37]1([CH2:39][N:22]([CH2:14][C:13]2[CH:18]=[CH:19][CH:20]=[CH:21][CH:12]=2)[C:16]2[C:15]3[N:23]=[C:36]([CH:37]([CH3:39])[CH3:38])[N:24]([CH2:25][CH:26]([CH3:27])[CH3:28])[C:14]=3[C:13]3[CH2:12][CH2:21][CH2:20][CH2:19][C:18]=3[N:17]=2)[CH:38]=[CH:27][CH:26]=[CH:25][CH:36]=1 |f:1.2|. Reported procedure: Using the general method of Example 65, N2, N2 -bis(phenylmethyl)-5,6,7,8-tetrahydro-N4 -(2-methylpropyl)quinolin-2,3,4-triamine (0.86 g, 2.1 mmole) was reacted with isobutyryl chloride (0.217 mL, 2.1 mmole) to provide 0.67 g of the desired product as a yellow foam. The reactants are C(C1=CC=CC=C1)ONC(=O)[C@@H]1N(CC=C[C@@H]1C1=CC=CC=C1)S(=O)(=O)C1=CC=C(C=C1)OC ((+)-(2R*-3R*)-N-benzyloxy-1-(4-methoxybenzenesulfonyl)-3-phenyl-1,2,3,6tetrahydropyridine-2-carboxamide). Reagents/catalysts: [Pd] (palladium on carbon). Run in C(C)O (ethanol). Run at time 1 hour. Yields the product ONC(=O)[C@@H]1N(CCC[C@@H]1C1=CC=CC=C1)S(=O)(=O)C1=CC=C(C=C1)OC ((+)-(2R*-3R*)-N-hydroxy-1-(4-methoxybenzenesulfonyl)-3-phenyl-piperidine-2-carboxamide). Reaction SMILES: C([O:8][NH:9][C:10]([C@H:12]1[C@@H:17]([C:18]2[CH:23]=[CH:22][CH:21]=[CH:20][CH:19]=2)[CH:16]=[CH:15][CH2:14][N:13]1[S:24]([C:27]1[CH:32]=[CH:31][C:30]([O:33][CH3:34])=[CH:29][CH:28]=1)(=[O:26])=[O:25])=[O:11])C1C=CC=CC=1>C(O)C.[Pd]>[OH:8][NH:9][C:10]([C@H:12]1[C@@H:17]([C:18]2[CH:19]=[CH:20][CH:21]=[CH:22][CH:23]=2)[CH2:16][CH2:15][CH2:14][N:13]1[S:24]([C:27]1[CH:28]=[CH:29][C:30]([O:33][CH3:34])=[CH:31][CH:32]=1)(=[O:26])=[O:25])=[O:11]. Procedure: To a solution of (+)-(2R*-3R*)-N-benzyloxy-1-(4-methoxybenzenesulfonyl)-3-phenyl-1,2,3,6tetrahydropyridine-2-carboxamide (35 mg, 0.073 mmol) in ethanol (5 ml) is added 10% palladium on carbon (10 mg, 5 mol). The flask is evacuated and backfilled with hydrogen (repeated two times). The reaction mixture is then stirred for 1 hour at which time it is filtered through Celite™ and concentrated. The product (+)-2R*-3R*)-N-hydroxy-1-(4-methoxybenzenesulfonyl)-3-phenylpiperidine-2-carboxamide was collec... Starting materials: CCN=C=NCCCN(C)C, Cl, Cl, C1CCC2=NCCCN2CC1, NCc1cccc2c1C(=O)N(C1CCC(=O)NC1=O)C2=O, CN(C)C=O, O=C(O)c1onc2ccccc12. Product: O=C1CCC(N2C(=O)c3cccc(CNC(=O)c4onc5ccccc45)c3C2=O)C(=O)N1. RXN SMILES: [CH3:47][N:48]([CH3:49])[CH2:50][CH2:51][CH2:52][N:53]=[C:54]=[N:55][CH2:56][CH3:57].[ClH:1].[ClH:46].[N:23]12[CH2:24][CH2:25][CH2:26][N:27]=[C:28]1[CH2:29][CH2:30][CH2:31][CH2:32][CH2:33]2.[NH2:2][CH2:3][c:4]1[c:5]2[c:9]([cH:10][cH:11][cH:12]1)[C:8](=[O:13])[N:7]([CH:14]1[C:15](=[O:21])[NH:16][C:17](=[O:20])[CH2:18][CH2:19]1)[C:6]2=[O:22].[O:58]=[CH:59][N:60]([CH3:61])[CH3:62].[n:34]1[o:35][c:36]([C:43](=[O:44])[OH:45])[c:37]2[c:38]1[cH:39][cH:40][cH:41][cH:42]2>>[NH:2]([CH2:3][c:4]1[c:5]2[c:9]([cH:10][cH:11][cH:12]1)[C:8](=[O:13])[N:7]([CH:14]1[C:15](=[O:21])[NH:16][C:17](=[O:20])[CH2:18][CH2:19]1)[C:6]2=[O:22])[C:43]([c:36]1[o:35][n:34][c:38]2[c:37]1[cH:42][cH:41][cH:40][cH:39]2)=[O:44]. Reaction SMILES: [C:33](=[O:34])([O-:35])[O-:36].[CH2:1]([c:2]1[cH:3][cH:4][cH:5][cH:6][cH:7]1)[O:8][c:9]1[cH:10][cH:11][c:12]([O:19][c:20]2[c:21]3[c:25]([c:26]([N+:30](=[O:31])[O-:32])[cH:27][c:28]2[CH3:29])[CH2:24][CH2:23][CH2:22]3)[c:13]([OH:18])[c:14]1[C:15]([CH3:16])=[O:17].[CH3:39][I:40].[Cs+:37].[Cs+:38].[O:41]1[CH2:42][CH2:43][CH2:44][CH2:45]1>>[CH2:1]([c:2]1[cH:3][cH:4][cH:5][cH:6][cH:7]1)[O:8][c:9]1[cH:10][cH:11][c:12]([O:19][c:20]2[c:21]3[c:25]([c:26]([N+:30](=[O:31])[O-:32])[cH:27][c:28]2[CH3:29])[CH2:24][CH2:23][CH2:22]3)[c:13]([O:18][CH3:33])[c:14]1[C:15]([CH3:16])=[O:17]. Product: COc1c(Oc2c(C)cc([N+](=O)[O-])c3c2CCC3)ccc(OCc2ccccc2)c1C(C)=O. Reactants: O=C([O-])[O-], CC(=O)c1c(OCc2ccccc2)ccc(Oc2c(C)cc([N+](=O)[O-])c3c2CCC3)c1O, CI, [Cs+], [Cs+], C1CCOC1. Reactants: O=C1c2ccccc2C(=O)N1Cc1cncc(Br)c1, CCO, NN, O. The product is NCc1cncc(Br)c1. As a reaction SMILES: [Br:1][c:2]1[cH:3][c:4]([CH2:8][N:9]2[C:10](=[O:11])[c:12]3[c:13]([cH:14][cH:15][cH:16][cH:17]3)[C:18]2=[O:19])[cH:5][n:6][cH:7]1.[CH3:23][CH2:24][OH:25].[NH2:21][NH2:22].[OH2:20]>>[Br:1][c:2]1[cH:3][c:4]([CH2:8][NH2:9])[cH:5][n:6][cH:7]1. The reactants are [Si](C)(C)(C(C)(C)C)OCCS(=O)(=O)C=1C(=C(C=C(C1)C(CCC(=O)C1=CC(=C(C(=C1)OC)OC)OC)=O)OC)OCCC (1-(5-(2-t-butyldimethylsilyloxyethylsulfonyl)-4-n-propoxy-3-methoxyphenyl)-4-(3,4,5-trimethoxyphenyl)butan-1,4-dione), [H-].C(C)(C)(C)O[Al](OC(C)(C)C)OC(C)(C)C.[Li+] (lithium tri-t-butoxyaluminum hydride), C(C)(=O)OCC (ethyl acetate). Run in C1CCOC1 (THF). Reaction conditions: temperature 0 celsius, time 1 hour. Product: [Si](C)(C)(C(C)(C)C)OCCS(=O)(=O)C=1C(=C(C=C(C1)C(CCC(C1=CC(=C(C(=C1)OC)OC)OC)=O)O)OC)OCCC (1-(5-(2-t-butyldimethylsilyloxyethylsulfonyl)-4-n-propoxy-3-methoxyphenyl)-4-oxo -4-(3,4,5-trimethoxyphenyl)-1-butanol). RXN SMILES: [Si:1]([O:8][CH2:9][CH2:10][S:11]([C:14]1[C:15]([O:40][CH2:41][CH2:42][CH3:43])=[C:16]([O:38][CH3:39])[CH:17]=[C:18]([C:20](=[O:37])[CH2:21][CH2:22][C:23]([C:25]2[CH:30]=[C:29]([O:31][CH3:32])[C:28]([O:33][CH3:34])=[C:27]([O:35][CH3:36])[CH:26]=2)=[O:24])[CH:19]=1)(=[O:13])=[O:12])([C:4]([CH3:7])([CH3:6])[CH3:5])([CH3:3])[CH3:2].[H-].C(O[Al](OC(C)(C)C)OC(C)(C)C)(C)(C)C.[Li+].C(OCC)(=O)C>C1COCC1>[Si:1]([O:8][CH2:9][CH2:10][S:11]([C:14]1[C:15]([O:40][CH2:41][CH2:42][CH3:43])=[C:16]([O:38][CH3:39])[CH:17]=[C:18]([CH:20]([OH:37])[CH2:21][CH2:22][C:23](=[O:24])[C:25]2[CH:26]=[C:27]([O:35][CH3:36])[C:28]([O:33][CH3:34])=[C:29]([O:31][CH3:32])[CH:30]=2)[CH:19]=1)(=[O:13])=[O:12])([C:4]([CH3:6])([CH3:5])[CH3:7])([CH3:3])[CH3:2] |f:1.2.3|. Procedure details: A solution of 1-(5-(2-t-butyldimethylsilyloxyethylsulfonyl)-4-n-propoxy-3-methoxyphenyl)-4-(3,4,5-trimethoxyphenyl)butan-1,4-dione (1.076 g, 1.70 mmole) at 0° C. in dry THF (40 mL) under nitrogen was treated with lithium tri-t-butoxyaluminum hydride (500 mg, 2 mmole), and the mixture was stirred at 0° C. for 1 hour. The reaction was allowed to warm to room temperature and stirred for 3 hours. The mixture was poured into ethyl acetate (500 mL), and the ethyl acetate solution was washed with 1 N H...